Dataset: the Open Reaction Database (ORD), a public repository of structured organic reaction records. Task: describe an organic reaction: reactants, conditions, products, and yield The reactants are CCOCC, COc1ccc(COCC(C)(C)CO)cc1, ClCCl, O=[Cr](=O)([O-])O[Cr](=O)(=O)[O-], c1cc[nH+]cc1, c1cc[nH+]cc1. The product is COc1ccc(COCC(C)(C)C=O)cc1. RXN SMILES: [CH2:41]([O:42][CH2:43][CH3:44])[CH3:45].[CH3:25][C:26]([CH2:27][OH:28])([CH2:29][O:30][CH2:31][c:32]1[cH:33][cH:34][c:35]([O:38][CH3:39])[cH:36][cH:37]1)[CH3:40].[Cl:22][CH2:23][Cl:24].[Cr:1]([O:2][Cr:3]([O-:4])(=[O:5])=[O:6])([O-:7])(=[O:8])=[O:9].[nH+:10]1[cH:11][cH:12][cH:13][cH:14][cH:15]1.[nH+:16]1[cH:17][cH:18][cH:19][cH:20][cH:21]1>>[CH3:25][C:26]([CH:27]=[O:28])([CH2:29][O:30][CH2:31][c:32]1[cH:33][cH:34][c:35]([O:38][CH3:39])[cH:36][cH:37]1)[CH3:40]. Starting materials: C[N+]1([O-])CCOCC1, CC#N, CCC[N+](CCC)(CCC)CCC, CC(=O)NCc1ccc(Cl)c(CO)c1, O=[Ru](=O)(=O)[O-]. Yields the product CC(=O)NCc1ccc(Cl)c(C=O)c1. RXN SMILES: [CH3:1][N+:2]1([O-:3])[CH2:4][CH2:5][O:6][CH2:7][CH2:8]1.[CH3:23][C:24]#[N:25].[CH3:31][CH2:32][CH2:33][N+:34]([CH2:35][CH2:36][CH3:37])([CH2:38][CH2:39][CH3:40])[CH2:41][CH2:42][CH3:43].[Cl:9][c:10]1[c:11]([CH2:21][OH:22])[cH:12][c:13]([CH2:14][NH:15][C:16]([CH3:17])=[O:18])[cH:19][cH:20]1.[O-:26][Ru:27](=[O:28])(=[O:29])=[O:30]>>[Cl:9][c:10]1[c:11]([CH:21]=[O:22])[cH:12][c:13]([CH2:14][NH:15][C:16]([CH3:17])=[O:18])[cH:19][cH:20]1. The reactants are CCOC(=O)c1cn(C2CC2)c2cc(N3CC(C)C(NC(=O)OC(C)(C)C)C3)c(F)cc2c1=O, CCO, Cl, [Na+], [OH-]. The product is CC1CN(c2cc3c(cc2F)c(=O)c(C(=O)O)cn3C2CC2)CC1NC(=O)OC(C)(C)C. RXN SMILES: [C:3]([CH3:4])([CH3:5])([CH3:6])[O:7][C:8](=[O:9])[NH:10][CH:11]1[CH2:12][N:13]([c:17]2[c:18]([F:36])[cH:19][c:20]3[c:21](=[O:35])[c:22]([C:30](=[O:31])[O:32][CH2:33][CH3:34])[cH:23][n:24]([CH:27]4[CH2:28][CH2:29]4)[c:25]3[cH:26]2)[CH2:14][CH:15]1[CH3:16].[CH3:38][CH2:39][OH:40].[ClH:37].[Na+:2].[OH-:1]>>[C:3]([CH3:4])([CH3:5])([CH3:6])[O:7][C:8](=[O:9])[NH:10][CH:11]1[CH2:12][N:13]([c:17]2[c:18]([F:36])[cH:19][c:20]3[c:21](=[O:35])[c:22]([C:30](=[O:31])[OH:32])[cH:23][n:24]([CH:27]4[CH2:28][CH2:29]4)[c:25]3[cH:26]2)[CH2:14][CH:15]1[CH3:16]. Starting materials: C(C)(=O)OC(C)=O (acetic anhydride), CC(=CCO)CCC=C(CCC(C(CCC=C(CCC=C(C)C)C)C)=O)C (3,7,11,15,19-pentamethyl-2,6,14,18-eicosatetraen-10-on-1-ol), ice water. Solvent: N1=CC=CC=C1 (pyridine). Product: C(C)(=O)OCC=C(CCC=C(CCC(C(CCC=C(CCC=C(C)C)C)C)=O)C)C (1-acetoxy-3,7,11,15,19-pentamethyl-2,6,14,18-eicosatetraen-10-one). The yield is 89.9%. As a reaction SMILES: [C:1]([O:4][C:5](=[O:7])[CH3:6])(=O)[CH3:2].[CH3:8][C:9]([CH2:13][CH2:14][CH:15]=[C:16]([CH3:34])[CH2:17][CH2:18][C:19](=[O:33])[CH:20]([CH3:32])[CH2:21][CH2:22][CH:23]=[C:24]([CH3:31])[CH2:25][CH2:26][CH:27]=[C:28]([CH3:30])[CH3:29])=CCO>N1C=CC=CC=1>[C:5]([O:4][CH2:1][CH:2]=[C:9]([CH3:8])[CH2:13][CH2:14][CH:15]=[C:16]([CH3:34])[CH2:17][CH2:18][C:19](=[O:33])[CH:20]([CH3:32])[CH2:21][CH2:22][CH:23]=[C:24]([CH3:31])[CH2:25][CH2:26][CH:27]=[C:28]([CH3:30])[CH3:29])(=[O:7])[CH3:6]. Reported procedure: To a mixture of acetic anhydride (8.1 g) and pyridine (3.2 g), 3,7,11,15,19-pentamethyl-2,6,14,18-eicosatetraen-10-on-1-ol (15 g) is added, and stirring is continued while cooling with ice for 3 hours. The reaction mixture is poured into ice water and extracted with ether. The ether extract is washed with water, dired and evaporated to give 1-acetoxy-3,7,11,15,19-pentamethyl-2,6,14,18-eicosatetraen-10-one (15 g). IR: 1740, 1710, 1675 cm-1. NMR (carbon tetrachloride): δ 1.01 (d), 1.56 (s), 1.65 (... The reactants are O=C[C@H](O)[C@@H](O)[C@H](O)[C@H](O)CO (glucose), O=C[C@H](O)[C@@H](O)[C@H](O)[C@H](O)CO (glucose), C1=CC(=C[N+](=C1)[C@H]2[C@@H]([C@@H]([C@H](O2)COP(=O)(O)OP(=O)(O)OC[C@@H]3[C@H]([C@H]([C@@H](O3)N4C=NC5=C4N=CN=C5N)OP(=O)(O)O)O)O)O)C(=O)N (NADP), C(C1=CC=CC=C1)N1CC(CC1)=O (N-benzyl-3-pyrrolidinone), C(C1=CC=CC=C1)N1CC(CC1)=O (N-benzyl-3-pyrrolidinone), aqueous solution, [OH-].[Na+] (sodium hydroxide), Cl (hydrochloric acid), C(C1=CC=CC=C1)N1CC(CC1)=O (N-benzyl-3-pyrrolidinone), [OH-].[Na+] (sodium hydroxide). Reaction conditions: temperature 30 celsius, time 20 hour. Product: C(C1=CC=CC=C1)N1CC(CC1)O (N-benzyl-3-pyrrolidinol). Yield: 74.0%. Reaction SMILES: O=C[C@@H]([C@H]([C@@H]([C@@H](CO)O)O)O)O.C1C=[N+]([C@@H]2O[C@H](COP(OP(OC[C@H]3O[C@@H](N4C5N=CN=C(N)C=5N=C4)[C@H](OP(O)(O)=O)[C@@H]3O)(O)=O)(O)=O)[C@@H](O)[C@H]2O)C=C(C(N)=O)C=1.[CH2:61]([N:68]1[CH2:72][CH2:71][C:70](=[O:73])[CH2:69]1)[C:62]1[CH:67]=[CH:66][CH:65]=[CH:64][CH:63]=1.Cl.[OH-].[Na+]>>[CH2:61]([N:68]1[CH2:72][CH2:71][CH:70]([OH:73])[CH2:69]1)[C:62]1[CH:63]=[CH:64][CH:65]=[CH:66][CH:67]=1 |f:4.5|. Procedure details: The culture fluid of the recombinant E.coli HB101 (pTSBH) obtained in Example 9 was ultrasonically disrupted using SONIFIRE 250 (product of BRANSON). To 25 ml of this cell disruption fluid were added 1,350 U of glucose dehydrogenase (product of Amano Pharmaceutical), 3.0 g of glucose, 3.0 mg of NADP and 0.25 g of N-benzyl-3-pyrrolidinone. While this reaction mixture was stirred at 30° C. with pH adjusted to 6.5 using 5 M hydrochloric acid or sodium hydroxide, N-benzyl-3-pyrrolidinone was added t...